Task: describe an organic reaction: reactants, conditions, products, and yield. Dataset: the Open Reaction Database (ORD), a public repository of structured organic reaction records Product: ClC1=C(C(=O)C2=C(SC(=C2)CC)N2C(=NN=C2C)CNC(\C=C\C2=C(C=CC=C2)N)=O)C=CC=C1 (trans-N-(4-(3-(2-chlorobenzoyl)-5-ethylthiophen-2-yl)-5-methyl[1,2,4]triazol-3-ylmethyl)-3-(2-aminophenyl)propenamide). The reagents and catalysts are [Fe] (iron). The yield is 59.4%. Solvent: C(C)O (ethanol), O (water). As a reaction SMILES: [Cl-].[NH4+].[Cl:3][C:4]1[CH:39]=[CH:38][CH:37]=[CH:36][C:5]=1[C:6]([C:8]1[CH:12]=[C:11]([CH2:13][CH3:14])[S:10][C:9]=1[N:15]1[C:19]([CH3:20])=[N:18][N:17]=[C:16]1[CH2:21][NH:22][C:23](=[O:35])/[CH:24]=[CH:25]/[C:26]1[CH:31]=[CH:30][CH:29]=[CH:28][C:27]=1[N+:32]([O-])=O)=[O:7]>C(O)C.O.[Fe]>[Cl:3][C:4]1[CH:39]=[CH:38][CH:37]=[CH:36][C:5]=1[C:6]([C:8]1[CH:12]=[C:11]([CH2:13][CH3:14])[S:10][C:9]=1[N:15]1[C:19]([CH3:20])=[N:18][N:17]=[C:16]1[CH2:21][NH:22][C:23](=[O:35])/[CH:24]=[CH:25]/[C:26]1[CH:31]=[CH:30][CH:29]=[CH:28][C:27]=1[NH2:32])=[O:7] |f:0.1|. Reactants: [Cl-].[NH4+] (Ammonium chloride), ClC1=C(C(=O)C2=C(SC(=C2)CC)N2C(=NN=C2C)CNC(\C=C\C2=C(C=CC=C2)[N+](=O)[O-])=O)C=CC=C1 (trans-N-(4-(3-(2-Chlorobenzoyl)-5-ethylthiophen-2-yl)-5-methyl[1,2,4]triazol-3-ylmethyl)-3-(2-nitrophenyl)propenamide). Procedure: Ammonium chloride (118 mg) and iron powder (1.0 g) were dissolved in a mixed solvent of ethanol (15 ml) and water (5 ml). trans-N-(4-(3-(2-Chlorobenzoyl)-5-ethylthiophen-2-yl)-5-methyl[1,2,4]triazol-3-ylmethyl)-3-(2-nitrophenyl)propenamide (1.07 g) was carefully added under reflux to the reaction mixture, and the mixture was refluxed for 1 hour. The reaction mixture was filtered through Celite, and the filtrate was concentrated. The residue was partitioned between ethyl acetate and water. The or... The reactants are C(CCCCCCCCCCCCC)N(C)C (N-tetradecyl-N,N-dimethylamine), amine, amine, C(C)#N (acetonitrile), BrCCCCCC (1-bromohexane). Run at temperature 85 celsius, time 4 hour. The product is [Br-].C(CCCCCCCCCCCCC)[N+](C)(C)CCCCCC (N-tetradecyl-N-hexyl-N,N-dimethylammonium bromide). As a reaction SMILES: [CH2:1]([N:15]([CH3:17])[CH3:16])[CH2:2][CH2:3][CH2:4][CH2:5][CH2:6][CH2:7][CH2:8][CH2:9][CH2:10][CH2:11][CH2:12][CH2:13][CH3:14].C(#N)C.[Br:21][CH2:22][CH2:23][CH2:24][CH2:25][CH2:26][CH3:27]>>[Br-:21].[CH2:1]([N+:15]([CH2:22][CH2:23][CH2:24][CH2:25][CH2:26][CH3:27])([CH3:17])[CH3:16])[CH2:2][CH2:3][CH2:4][CH2:5][CH2:6][CH2:7][CH2:8][CH2:9][CH2:10][CH2:11][CH2:12][CH2:13][CH3:14] |f:3.4|. Procedure details: The following are added successively at room temperature with stirring to a flask of contents 1 dm3 which is equipped with a stirrer, a reflux condenser and a contact thermometer and is surrounded at its bottom by an electrically heatable jacket which is controlled by the contact thermometer: 145.3 g (0.6 mol) of N-tetradecyl-N,N-dimethylamine, 249.3 g (6.07 mol) of acetonitrile and 104.0 g (0.63 mol) of 1-bromohexane. While stirring is continued, the mixture is heated to a temperature of 85° C....